This data is from the Open Reaction Database (ORD), a public repository of structured organic reaction records. The task is: describe an organic reaction: reactants, conditions, products, and yield Starting materials: CC(C)(C)[O-], CNc1ccccc1, Cc1ccccc1, COc1ccc(C2OCCO2)c2c1N(Cc1ccc(Cl)nc1)C(=O)CC2, [Na+], O=C(C=Cc1ccccc1)C=Cc1ccccc1, O=C(C=Cc1ccccc1)C=Cc1ccccc1, O=C(C=Cc1ccccc1)C=Cc1ccccc1, [Pd], [Pd], CC1(C)c2cccc(P(c3ccccc3)c3ccccc3)c2Oc2c(P(c3ccccc3)c3ccccc3)cccc21. Product: COc1ccc(C2OCCO2)c2c1N(Cc1ccc(N(C)c3ccccc3)nc1)C(=O)CC2. As a reaction SMILES: [CH3:69][C:70]([CH3:71])([O-:72])[CH3:73].[CH3:75][NH:76][c:77]1[cH:78][cH:79][cH:80][cH:81][cH:82]1.[CH3:83][c:84]1[cH:85][cH:86][cH:87][cH:88][cH:89]1.[Cl:1][c:2]1[cH:3][cH:4][c:5]([CH2:8][N:9]2[C:10](=[O:26])[CH2:11][CH2:12][c:13]3[c:14]([CH:21]4[O:22][CH2:23][CH2:24][O:25]4)[cH:15][cH:16][c:17]([O:19][CH3:20])[c:18]32)[cH:6][n:7]1.[Na+:74].[O:110]=[C:111]([CH:112]=[CH:113][c:114]1[cH:115][cH:116][cH:117][cH:118][cH:119]1)[CH:120]=[CH:121][c:122]1[cH:123][cH:124][cH:125][cH:126][cH:127]1.[O:128]=[C:129]([CH:130]=[CH:131][c:132]1[cH:133][cH:134][cH:135][cH:136][cH:137]1)[CH:138]=[CH:139][c:140]1[cH:141][cH:142][cH:143][cH:144][cH:145]1.[O:92]=[C:93]([CH:94]=[CH:95][c:96]1[cH:97][cH:98][cH:99][cH:100][cH:101]1)[CH:102]=[CH:103][c:104]1[cH:105][cH:106][cH:107][cH:108][cH:109]1.[Pd:90].[Pd:91].[c:27]1([P:28]([c:29]2[cH:30][cH:31][cH:32][cH:33][cH:34]2)[c:35]2[c:36]3[c:60]([cH:61][cH:62][cH:63]2)[C:57]([CH3:58])([CH3:59])[c:39]2[c:38]([c:43]([P:44]([c:45]4[cH:46][cH:47][cH:48][cH:49][cH:50]4)[c:51]4[cH:52][cH:53][cH:54][cH:55][cH:56]4)[cH:42][cH:41][cH:40]2)[O:37]3)[cH:64][cH:65][cH:66][cH:67][cH:68]1>>[c:2]1([N:76]([CH3:75])[c:77]2[cH:78][cH:79][cH:80][cH:81][cH:82]2)[cH:3][cH:4][c:5]([CH2:8][N:9]2[C:10](=[O:26])[CH2:11][CH2:12][c:13]3[c:14]([CH:21]4[O:22][CH2:23][CH2:24][O:25]4)[cH:15][cH:16][c:17]([O:19][CH3:20])[c:18]32)[cH:6][n:7]1. Reactants: BrC=1C=NN(C1)CC=1C=C(C=CC1)O (3-((4-bromo-1H-pyrazol-1-yl)methyl)phenol), C(C)(=O)OCCBr (2-bromoethyl acetate), C([O-])([O-])=O.[K+].[K+] (potassium carbonate). The solvent is CN(C)C=O (DMF). Conditions: temperature 200 celsius. Yields the product C(C)(=O)OCCOC1=CC(=CC=C1)CN1N=CC(=C1)Br (2-(3-((4-Bromo-1H-pyrazol-1-yl)methyl)phenoxy)ethyl acetate). Yield: 33.6%. As a reaction SMILES: [Br:1][C:2]1[CH:3]=[N:4][N:5]([CH2:7][C:8]2[CH:9]=[C:10]([OH:14])[CH:11]=[CH:12][CH:13]=2)[CH:6]=1.[C:15]([O:18][CH2:19][CH2:20]Br)(=[O:17])[CH3:16].C(=O)([O-])[O-].[K+].[K+]>CN(C=O)C>[C:15]([O:18][CH2:19][CH2:20][O:14][C:10]1[CH:11]=[CH:12][CH:13]=[C:8]([CH2:7][N:5]2[CH:6]=[C:2]([Br:1])[CH:3]=[N:4]2)[CH:9]=1)(=[O:17])[CH3:16] |f:2.3.4|. Reported procedure: A mixture of 3-((4-bromo-1H-pyrazol-1-yl)methyl)phenol (0.6 g, 2.37 mmol), 2-bromoethyl acetate (0.792 g, 4.74 mmol) and potassium carbonate (0.655 g, 4.74 mmol) in DMF (5 mL) was heated at 200° C. in a microwave reactor for 1 h. After this time, the reaction mixture was quenched with water and extracted with ethyl acetate. The organic layer was dried and concentrated. The resulting residue was purified by flash chromatography (0-100% ethyl acetate:hexanes) to afford the title compound (0.27 g, ... Reactants: N1=CC=C(C=C1)SC1CCN(CC1)C(=O)OC1=CC=CC=C1 (phenyl 4-[(4-pyridyl)thio]-1-piperidine-carboxylate), Cl (hydrochloric acid). Product: Cl.Cl.N1=CC=C(C=C1)SC1CCNCC1 (4-[(4-pyridyl)thio]piperidine dihydrochloride). RXN SMILES: [N:1]1[CH:6]=[CH:5][C:4]([S:7][CH:8]2[CH2:13][CH2:12][N:11](C(OC3C=CC=CC=3)=O)[CH2:10][CH2:9]2)=[CH:3][CH:2]=1.[ClH:23]>>[ClH:23].[ClH:23].[N:1]1[CH:6]=[CH:5][C:4]([S:7][CH:8]2[CH2:13][CH2:12][NH:11][CH2:10][CH2:9]2)=[CH:3][CH:2]=1 |f:2.3.4|. Procedure details: A solution of phenyl 4-[(4-pyridyl)thio]-1-piperidine-carboxylate (5.0 g) in conc. hydrochloric acid (50 ml) was refluxed for 7 hours and concentrated to dryness in vacuo. The crystalline residue was washed with isopropanol and recrystallized from methanol to give 4-[(4-pyridyl)thio]piperidine dihydrochloride (2.85 g). Starting materials: CCOC(=O)CCc1ccc(NS(=O)(=O)c2ccccc2[N+](=O)[O-])cc1F, CCOC(=O)N=NC(=O)OCC, C1CCOC1, CC(C)Cc1cc(CO)ccc1OC(c1ccccc1)c1ccccc1, c1ccc(P(c2ccccc2)c2ccccc2)cc1. Product: CCOC(=O)CCc1ccc(N(Cc2ccc(OC(c3ccccc3)c3ccccc3)c(CC(C)C)c2)S(=O)(=O)c2ccccc2[N+](=O)[O-])cc1F. As a reaction SMILES: [F:27][c:28]1[c:29]([CH2:47][CH2:48][C:49](=[O:50])[O:51][CH2:52][CH3:53])[cH:30][cH:31][c:32]([NH:34][S:35](=[O:36])(=[O:37])[c:38]2[c:39]([N+:44](=[O:45])[O-:46])[cH:40][cH:41][cH:42][cH:43]2)[cH:33]1.[O:73]=[C:74]([O:75][CH2:76][CH3:77])[N:78]=[N:79][C:80]([O:81][CH2:82][CH3:83])=[O:84].[O:85]1[CH2:86][CH2:87][CH2:88][CH2:89]1.[c:1]1([CH:7]([O:8][c:9]2[c:10]([CH2:17][CH:18]([CH3:19])[CH3:20])[cH:11][c:12]([CH2:15][OH:16])[cH:13][cH:14]2)[c:21]2[cH:22][cH:23][cH:24][cH:25][cH:26]2)[cH:2][cH:3][cH:4][cH:5][cH:6]1.[c:54]1([P:55]([c:56]2[cH:57][cH:58][cH:59][cH:60][cH:61]2)[c:62]2[cH:63][cH:64][cH:65][cH:66][cH:67]2)[cH:68][cH:69][cH:70][cH:71][cH:72]1>>[c:1]1([CH:7]([O:8][c:9]2[c:10]([CH2:17][CH:18]([CH3:19])[CH3:20])[cH:11][c:12]([CH2:15][N:34]([c:32]3[cH:31][cH:30][c:29]([CH2:47][CH2:48][C:49](=[O:50])[O:51][CH2:52][CH3:53])[c:28]([F:27])[cH:33]3)[S:35](=[O:36])(=[O:37])[c:38]3[c:39]([N+:44](=[O:45])[O-:46])[cH:40][cH:41][cH:42][cH:43]3)[cH:13][cH:14]2)[c:21]2[cH:22][cH:23][cH:24][cH:25][cH:26]2)[cH:2][cH:3][cH:4][cH:5][cH:6]1. The reactants are O=C(c1ncc[nH]1)c1ncc[nH]1, CN1CCC2C1CCN2c1ccc(N)cc1, Clc1ccc(C2CCNCC2)cc1. Yields the product CN1CCC2C1CCN2c1ccc(NC(=O)N2CCC(c3ccc(Cl)cc3)CC2)cc1. RXN SMILES: [C:17](=[O:18])([c:19]1[nH:20][cH:21][cH:22][n:23]1)[c:24]1[nH:25][cH:26][cH:27][n:28]1.[CH3:1][N:2]1[CH2:3][CH2:4][CH:5]2[N:6]([c:10]3[cH:11][cH:12][c:13]([NH2:16])[cH:14][cH:15]3)[CH2:7][CH2:8][CH:9]12.[Cl:29][c:30]1[cH:31][cH:32][c:33]([CH:36]2[CH2:37][CH2:38][NH:39][CH2:40][CH2:41]2)[cH:34][cH:35]1>>[CH3:1][N:2]1[CH2:3][CH2:4][CH:5]2[N:6]([c:10]3[cH:11][cH:12][c:13]([NH:16][C:17](=[O:18])[N:39]4[CH2:38][CH2:37][CH:36]([c:33]5[cH:32][cH:31][c:30]([Cl:29])[cH:35][cH:34]5)[CH2:41][CH2:40]4)[cH:14][cH:15]3)[CH2:7][CH2:8][CH:9]12. Reactants: CN1CCOCC1, CN(C)C1(c2ccccn2)CCC(CC(=O)O)CC1, CN(C)C=O, C(=NC1CCCCC1)=NC1CCCCC1, NC(=O)N(C1CCCCC1)C1CCCCC1, NCCc1c[nH]c2ccccc12, [Na+], [OH-], O, On1nnc2ccccc21. Product: CN(C)C1(c2ccccn2)CCC(CC(=O)NCCc2c[nH]c3ccccc23)CC1. Reaction SMILES: [CH3:23][N:24]1[CH2:25][CH2:26][O:27][CH2:28][CH2:29]1.[CH3:30][N:31]([C:32]1([c:42]2[n:43][cH:44][cH:45][cH:46][cH:47]2)[CH2:33][CH2:34][CH:35]([CH2:38][C:39](=[O:40])[OH:41])[CH2:36][CH2:37]1)[CH3:48].[CH3:83][N:84]([CH3:85])[CH:86]=[O:87].[CH:49]1([N:50]=[C:51]=[N:52][CH:53]2[CH2:54][CH2:55][CH2:56][CH2:57][CH2:58]2)[CH2:59][CH2:60][CH2:61][CH2:62][CH2:63]1.[CH:64]1([N:65]([CH:66]2[CH2:67][CH2:68][CH2:69][CH2:70][CH2:71]2)[C:72]([NH2:73])=[O:74])[CH2:75][CH2:76][CH2:77][CH2:78][CH2:79]1.[NH2:11][CH2:12][CH2:13][c:14]1[cH:15][nH:16][c:17]2[cH:18][cH:19][cH:20][cH:21][c:22]12.[Na+:81].[OH-:80].[OH2:82].[OH:1][n:2]1[c:3]2[cH:4][cH:5][cH:6][cH:7][c:8]2[n:9][n:10]1>>[NH:11]([CH2:12][CH2:13][c:14]1[cH:15][nH:16][c:17]2[cH:18][cH:19][cH:20][cH:21][c:22]12)[C:39]([CH2:38][CH:35]1[CH2:34][CH2:33][C:32]([N:31]([CH3:30])[CH3:48])([c:42]2[n:43][cH:44][cH:45][cH:46][cH:47]2)[CH2:37][CH2:36]1)=[O:40].